Dataset: the Open Reaction Database (ORD), a public repository of structured organic reaction records. Task: describe an organic reaction: reactants, conditions, products, and yield Starting materials: COC(CCCSC=1N=C2N(C=CC=C2)C1CC=1C2=C(SC1)C=CC(=C2)Cl)=O (4-[3-(5-chloro-benzo[b]thiophen-3-ylmethyl)-imidazo[1,2-a]pyridin-2-ylsulfanyl]-butyric acid methyl ester), O.[OH-].[Li+] (lithium hydroxide monohydrate). The solvent is C1CCOC1 (THF), O (water). Reaction conditions: temperature 50 celsius, time 2 hour. Yields the product ClC1=CC2=C(SC=C2CC2=C(N=C3N2C=CC=C3)SCCCC(=O)O)C=C1 (4-[3-(5-Chloro-benzo[b]thiophen-3-ylmethyl)-imidazo[1,2-a]pyridin-2-ylsulfanyl]-butyric acid). Reaction SMILES: C[O:2][C:3](=[O:28])[CH2:4][CH2:5][CH2:6][S:7][C:8]1[N:9]=[C:10]2[CH:15]=[CH:14][CH:13]=[CH:12][N:11]2[C:16]=1[CH2:17][C:18]1[C:19]2[CH:26]=[C:25]([Cl:27])[CH:24]=[CH:23][C:20]=2[S:21][CH:22]=1.O.[OH-].[Li+]>C1COCC1.O>[Cl:27][C:25]1[CH:24]=[CH:23][C:20]2[S:21][CH:22]=[C:18]([CH2:17][C:16]3[N:11]4[CH:12]=[CH:13][CH:14]=[CH:15][C:10]4=[N:9][C:8]=3[S:7][CH2:6][CH2:5][CH2:4][C:3]([OH:28])=[O:2])[C:19]=2[CH:26]=1 |f:1.2.3|. Procedure: A solution of 15 mg (0.04 mmol) of 4-[3-(5-chloro-benzo[b]thiophen-3-ylmethyl)-imidazo[1,2-a]pyridin-2-ylsulfanyl]-butyric acid methyl ester in 2 mL of THF is treated with a solution of 10 mg (0.24 mmol) of lithium hydroxide monohydrate in 1 mL of water at room temperature. The resulting mixture is heated to 50° C., and stirred at this temperature for 2 h. The reaction mixture is then cooled to room temperature and concentrated in vacuo. The residue is purified by preparative TLC on silica gel t... The reactants are O1C(=CC=C1)C=1OC(=C(N1)COC1=CC=C(CN2N=C(C(=C2)/C=C/C(=O)OCC)OCC2=CC=C(C=C2)OCC=2N=C(OC2C)C=2OC=CC2)C=C1)C (ethyl(E)-3-[1-[4-[2-(2-furyl)-5-methyl-4-oxazolylmethoxy]benzyl]-3-[4-[2-(2-furyl)-5-methyl-4-oxazolylmethoxy]benzyloxy]-1H-pyrazol-4-yl]propenoate), C(C)O (ethanol). Reagents/catalysts: [C].[Pd] (palladium-carbon). Run in O1CCCC1 (tetrahydrofuran). Reaction conditions: time 7 hour. Yields the product O1C(=CC=C1)C=1OC(=C(N1)COC1=CC=C(CN2N=C(C(=C2)CCC(=O)OCC)O)C=C1)C (ethyl 3-[1-[4-[2-(2-furyl)-5-methyl-4-oxazolylmethoxy]benzyl]-3-hydroxy-1H-pyrazol-4-yl]propionate). The yield is 55.9%. Reaction SMILES: [O:1]1[CH:5]=[CH:4][CH:3]=[C:2]1[C:6]1[O:7][C:8]([CH3:53])=[C:9]([CH2:11][O:12][C:13]2[CH:52]=[CH:51][C:16]([CH2:17][N:18]3[CH:22]=[C:21](/[CH:23]=[CH:24]/[C:25]([O:27][CH2:28][CH3:29])=[O:26])[C:20]([O:30]CC4C=CC(OCC5N=C(C6OC=CC=6)OC=5C)=CC=4)=[N:19]3)=[CH:15][CH:14]=2)[N:10]=1.C(O)C>[C].[Pd].O1CCCC1>[O:1]1[CH:5]=[CH:4][CH:3]=[C:2]1[C:6]1[O:7][C:8]([CH3:53])=[C:9]([CH2:11][O:12][C:13]2[CH:52]=[CH:51][C:16]([CH2:17][N:18]3[CH:22]=[C:21]([CH2:23][CH2:24][C:25]([O:27][CH2:28][CH3:29])=[O:26])[C:20]([OH:30])=[N:19]3)=[CH:15][CH:14]=2)[N:10]=1 |f:2.3|. Reported procedure: A mixture of ethyl(E)-3-[1-[4-[2-(2-furyl)-5-methyl-4-oxazolylmethoxy]benzyl]-3-[4-[2-(2-furyl)-5-methyl-4-oxazolylmethoxy]benzyloxy]-1H-pyrazol-4-yl]propenoate (12.5 g), 5% palladium-carbon (20.0 g), ethanol (200 ml), and tetrahydrofuran (200 ml) was stirred under a hydrogen atmosphere at room temperature for 7 hours. After removal of the catalyst by filtration, the filtrate was concentrated. The obtained crystals were collected by filtration, and ethyl 3-[1-[4-[2-(2-furyl)-5-methyl-4-oxazolylm...